This data is from the Open Reaction Database (ORD), a public repository of structured organic reaction records. The task is: describe an organic reaction: reactants, conditions, products, and yield The reactants are BrCCN1C(C=2C(C1=O)=CC=CC2)=O (N-(2-bromoethyl)phthalimide), BrCCN1C(C=2C(C1=O)=CC=CC2)=O (N-(2-bromoethyl)phthalimide), C(C)[C@@H](C1=CC=CC=C1)NC(=O)C1=C(C(=NC2=CC=CC=C12)C1=CC=CC=C1)O ((S)-N-(α-ethylbenzyl)-3-hydroxy-2-phenylquinoline-4-carboxamide), BrCCN1C(C=2C(C1=O)=CC=CC2)=O (N-(2-bromoethyl)phthalimide), C(=O)([O-])[O-].[K+].[K+] (K2CO3). Run in C1CCOC1 (THF), C1CCOC1 (THF). Conditions: time 2.5 hour. Yields the product C(C)[C@@H](C1=CC=CC=C1)NC(=O)C1=C(C(=NC2=CC=CC=C12)C1=CC=CC=C1)OCCN1C(C=2C(C1=O)=CC=CC2)=O ((S)-N-(α-ethylbenzyl)-2-phenyl-3-(2-phthalimidoethoxy)quinoline-4-carboxamide). As a reaction SMILES: [CH2:1]([C@H:3]([NH:10][C:11]([C:13]1[C:22]2[C:17](=[CH:18][CH:19]=[CH:20][CH:21]=2)[N:16]=[C:15]([C:23]2[CH:28]=[CH:27][CH:26]=[CH:25][CH:24]=2)[C:14]=1[OH:29])=[O:12])[C:4]1[CH:9]=[CH:8][CH:7]=[CH:6][CH:5]=1)[CH3:2].Br[CH2:31][CH2:32][N:33]1[C:37](=[O:38])[C:36]2=[CH:39][CH:40]=[CH:41][CH:42]=[C:35]2[C:34]1=[O:43].C([O-])([O-])=O.[K+].[K+]>C1COCC1>[CH2:1]([C@H:3]([NH:10][C:11]([C:13]1[C:22]2[C:17](=[CH:18][CH:19]=[CH:20][CH:21]=2)[N:16]=[C:15]([C:23]2[CH:24]=[CH:25][CH:26]=[CH:27][CH:28]=2)[C:14]=1[O:29][CH2:31][CH2:32][N:33]1[C:37](=[O:38])[C:36]2=[CH:39][CH:40]=[CH:41][CH:42]=[C:35]2[C:34]1=[O:43])=[O:12])[C:4]1[CH:5]=[CH:6][CH:7]=[CH:8][CH:9]=1)[CH3:2] |f:2.3.4|. Procedure: 1.90 g (5.0 mmol) of (S)-N-(α-ethylbenzyl)-3-hydroxy-2-phenylquinoline-4-carboxamide (product of Description 1) were dissolved in 20 ml of THF. 3.80 g (14.9 mmol) of N-(2-bromoethyl)phthalimide dissolved in 15 ml of THF, 2.00 g (14.5 mmol) of K2CO3 and 0.25 g of KI were added and the suspension was stirred at room temperature for 2.5 hours and then refluxed for 2 hours. Additional 1.90 g (7.4 mmol) of N-(2-bromoethyl)phthalimide and a catalytic amount of KI were added and the reaction refluxed f... Starting materials: O=C([O-])[O-], Cc1cccc(O)c1, O=C(CCl)c1ccccc1, [Cu], [K+], [K+], O. Product: Cc1cccc(OCC(=O)c2ccccc2)c1. As a reaction SMILES: [C:19](=[O:20])([O-:21])[O-:22].[CH3:11][c:12]1[cH:13][cH:14][cH:15][c:16]([OH:17])[cH:18]1.[Cl:1][CH2:2][C:3](=[O:4])[c:5]1[cH:6][cH:7][cH:8][cH:9][cH:10]1.[Cu:25].[K+:23].[K+:24].[OH2:26]>>[CH2:2]([C:3](=[O:4])[c:5]1[cH:6][cH:7][cH:8][cH:9][cH:10]1)[O:17][c:16]1[cH:15][cH:14][cH:13][c:12]([CH3:11])[cH:18]1. The reactants are C(C)OC(C)=C(C#N)C#N ((1-Ethoxyethylidene)malononitrile), O.NN (Hydrazine monohydrate), O (water). The solvent is CCO (EtOH). Run at temperature 95 celsius, time 8 hour. The product is NC1=C(C(=NN1)C)C#N (5-amino-3-methyl-1H-pyrazole-4-carbonitrile). Isolated yield 71.1%. Reaction SMILES: O.[NH2:2][NH2:3].C(O[C:7](=[C:9]([C:12]#[N:13])[C:10]#[N:11])[CH3:8])C.O>CCO>[NH2:11][C:10]1[NH:3][N:2]=[C:7]([CH3:8])[C:9]=1[C:12]#[N:13] |f:0.1|. Reported procedure: Hydrazine monohydrate (6.8 ml, 0.14 mol) was dissolved in EtOH (10 ml) and cooled to 0° C. (1-Ethoxyethylidene)malononitrile (10 g, 0.073 mol) was added slowly and the mixture was heated at 95° C. for 2 h. After cooling to rt, water (20 ml) was added and the mixture was allowed to stand at rt overnight. The mixture was concentrated under reduced pressure and the resulting residue treated with EtOH (6 ml) and water (6 ml). After cooling in an ice/water bath for 10 min, the resulting precipitate w...